describe an organic reaction: reactants, conditions, products, and yield From a dataset of the Open Reaction Database (ORD), a public repository of structured organic reaction records. Reported procedure: Acetyl chloride (41 g, 0.530 mol) was added dropwise to a solution of 3-methyl-1H-pyrazol-5-amine (25.6 g, 0.264 mol) and N-methylmorpholine (58 mL, 0.530 mol) in CH2Cl2 (250 mL) at 0° C. under an atmosphere of nitrogen. The reaction mixture was stirred at room temperature for 16 h. Water was added to the reaction mixture and the organic layer concentrated in vacuo. The residue was taken up in a mixture of MeOH/THF (100 mL/100 mL), cooled to 10° C. and treated with 1M NaOH solution. The reaction... As a reaction SMILES: [C:1](Cl)(=[O:3])[CH3:2].[CH3:5][C:6]1[CH:10]=[C:9]([NH2:11])[NH:8][N:7]=1.CN1CCOCC1.O>C(Cl)Cl>[CH3:5][C:6]1[CH:10]=[C:9]([NH:11][C:1](=[O:3])[CH3:2])[NH:8][N:7]=1. The yield is 80.6%. Run at time 16 hour. The product is CC1=NNC(=C1)NC(C)=O (N-(3-methyl-1H-pyrazol-5-yl)acetamide). Reactants: O (Water), C(C)(=O)Cl (Acetyl chloride), CC1=NNC(=C1)N (3-methyl-1H-pyrazol-5-amine), CN1CCOCC1 (N-methylmorpholine). Run in C(Cl)Cl (CH2Cl2).